This data is from the Open Reaction Database (ORD), a public repository of structured organic reaction records. The task is: describe an organic reaction: reactants, conditions, products, and yield Starting materials: C(C)(=O)OCC=1C(=NC=CC1B1OC(C(O1)(C)C)(C)C)N1C(C=2N(C=3CCCCC3C2)CC1)=O ((2-(1-Oxo-3,4,6,7,8,9-hexahydropyrazino[1,2-a]indol-2(1H)-yl)-4-(4,4,5,5-tetramethyl-1,3,2-dioxaborolan-2-yl)pyridin-3-yl)methyl acetate), BrC=1C(N(C=C(C1)I)C)=O (3-Bromo-5-iodo-1-methylpyridin-2(1H)-one), C(C)(=O)[O-].[Na+] (sodium acetate), [O-]P(=O)([O-])[O-].[K+].[K+].[K+] (K3PO4). Reagents/catalysts: C1=CC=C(C=C1)P([C-]2C=CC=C2)C3=CC=CC=C3.C1=CC=C(C=C1)P([C-]2C=CC=C2)C3=CC=CC=C3.Cl[Pd]Cl.[Fe+2] (Pd(dppf)Cl2). Solvent: O (water), C(C)#N (acetonitrile). Reaction conditions: time 5 hour. The product is C(C)(=O)OCC=1C(=NC=CC1C1=CN(C(C(=C1)Br)=O)C)N1C(C=2N(C=3CCCCC3C2)CC1)=O ((4-(5-Bromo-1-methyl-6-oxo-1,6-dihydropyridin-3-yl)-2-(1-oxo-3,4,6,7,8,9-hexahydropyrazino[1,2-a]indol-2(1H)-yl)pyridin-3-yl)methyl Acetate). The yield is 66.6%. Reaction SMILES: [C:1]([O:4][CH2:5][C:6]1[C:7]([N:21]2[CH2:33][CH2:32][N:24]3[C:25]4[CH2:26][CH2:27][CH2:28][CH2:29][C:30]=4[CH:31]=[C:23]3[C:22]2=[O:34])=[N:8][CH:9]=[CH:10][C:11]=1B1OC(C)(C)C(C)(C)O1)(=[O:3])[CH3:2].[Br:35][C:36]1[C:37](=[O:44])[N:38]([CH3:43])[CH:39]=[C:40](I)[CH:41]=1.C([O-])(=O)C.[Na+].[O-]P([O-])([O-])=O.[K+].[K+].[K+]>C1C=CC(P(C2C=CC=CC=2)[C-]2C=CC=C2)=CC=1.C1C=CC(P(C2C=CC=CC=2)[C-]2C=CC=C2)=CC=1.Cl[Pd]Cl.[Fe+2].O.C(#N)C>[C:1]([O:4][CH2:5][C:6]1[C:7]([N:21]2[CH2:33][CH2:32][N:24]3[C:25]4[CH2:26][CH2:27][CH2:28][CH2:29][C:30]=4[CH:31]=[C:23]3[C:22]2=[O:34])=[N:8][CH:9]=[CH:10][C:11]=1[C:40]1[CH:41]=[C:36]([Br:35])[C:37](=[O:44])[N:38]([CH3:43])[CH:39]=1)(=[O:3])[CH3:2] |f:2.3,4.5.6.7,8.9.10.11|. Procedure: A sealed tube equipped with a magnetic stirrer was charged with 3-(acetoxymethyl)-2-(1-oxo-3,4,6,7,8,9-hexahydropyrazino[1,2-a]indol-2(1H)-yl)pyridin-4-ylboronic acid 113i (766 mg, 2.0 mmol), 3-bromo-5-iodo-1-methylpyridin-2(1H)-one 214b (626 mg, 2.0 mmol), Pd(dppf)Cl2 (164 mg, 0.20 mmol), sodium acetate (328 mg, 4.0 mmol), K3PO4 (848 mg, 4.0 mmol), acetonitrile (10 mL), and water (0.5 mL). After three cycles of vacuum/argon flush, the mixture was stirred at room temperature for 5 h. It was then... Starting materials: COC(C(C1=CC=C(C=C1)O)=O)=O (4-hydroxy-alpha-oxobenzeneacetic acid methyl ester), S(C)(=O)(=O)[O-] (mesylate), ClC1=CC=C(OCCO)C=C1 (2-(4-chlorophenoxy)ethanol), [H-].[Na+] (sodium hydride). As a reaction SMILES: [CH3:1][O:2][C:3](=[O:13])[C:4](=[O:12])[C:5]1[CH:10]=[CH:9][C:8]([OH:11])=[CH:7][CH:6]=1.[H-].[Na+].S([O-])(=O)(=O)C.[Cl:21][C:22]1[CH:31]=[CH:30][C:25]([O:26][CH2:27][CH2:28]O)=[CH:24][CH:23]=1>CN(C)C=O>[CH3:1][O:2][C:3](=[O:13])[C:4](=[O:12])[C:5]1[CH:10]=[CH:9][C:8]([O:11][CH2:28][CH2:27][O:26][C:25]2[CH:30]=[CH:31][C:22]([Cl:21])=[CH:23][CH:24]=2)=[CH:7][CH:6]=1 |f:1.2|. Reaction conditions: temperature 60 celsius, time 15 minute. The yield is 60.6%. The solvent is CN(C=O)C (dimethylformamide). Reported procedure: A stirred mixture of 4-hydroxy-alpha-oxobenzeneacetic acid methyl ester (0.724 g) in dimethylformamide (10 mL) under argon was treated with 55% sodium hydride (0.175 g), stirred for 15 minutes and treated with the mesylate of 2-(4-chlorophenoxy)ethanol (1.25 g). The mixture was heated at 60° C. overnight and worked up as in Example 20. The material from dichloromethane extraction was purified by HPLC (dichloromethane-hexane; 4:1 ) and crystallized from dichloromethane-hexane to provide 0.815 g o... Product: COC(C(C1=CC=C(C=C1)OCCOC1=CC=C(C=C1)Cl)=O)=O (4-[[2-(4-chlorophenoxy) ethyl]oxy]-alpha-oxobenzeneacetic acid methyl ester). Starting materials: COC1=C(C=CC=C1OC)C(CN)CCCCC ((+)-2-(2,3-dimethoxyphenyl)-heptylamine), C(C)(C)C1=C(C(=CC=C1)C(C)C)N=C=O (2,6-diisopropylphenyl isocyanate). Solvent: C1(=CC=CC=C1)C (toluene). Conditions: time 8 hour. Yields the product COC1=C(C=CC=C1OC)C(CNC(=O)NC1=C(C=CC=C1C(C)C)C(C)C)CCCCC ((+)-1-(2-(2,3-dimethoxyphenyl)heptyl)-3-(2,6-diisopropylpheyl)urea). Yield: 43.5%. As a reaction SMILES: [CH3:1][O:2][C:3]1[C:8]([O:9][CH3:10])=[CH:7][CH:6]=[CH:5][C:4]=1[CH:11]([CH2:14][CH2:15][CH2:16][CH2:17][CH3:18])[CH2:12][NH2:13].[CH:19]([C:22]1[CH:27]=[CH:26][CH:25]=[C:24]([CH:28]([CH3:30])[CH3:29])[C:23]=1[N:31]=[C:32]=[O:33])([CH3:21])[CH3:20]>C1(C)C=CC=CC=1>[CH3:1][O:2][C:3]1[C:8]([O:9][CH3:10])=[CH:7][CH:6]=[CH:5][C:4]=1[CH:11]([CH2:14][CH2:15][CH2:16][CH2:17][CH3:18])[CH2:12][NH:13][C:32]([NH:31][C:23]1[C:22]([CH:19]([CH3:20])[CH3:21])=[CH:27][CH:26]=[CH:25][C:24]=1[CH:28]([CH3:30])[CH3:29])=[O:33]. Procedure: To 0.65 g (2.6 mmol) of (+)-2-(2,3-dimethoxyphenyl)-heptylamine was added dropwise a 5.2 ml of 0.502M toluene solution of 2,6-diisopropylphenyl isocyanate at room temperature and the whole was stirred overnight. The reaction mixture was concentrated and the resulting residue was crystallized from methanol. The crystals were collected by filtration and washed with n-hexane to give 0.512 g (43.5% yield) of (+)-1-(2-(2,3-dimethoxyphenyl)heptyl)-3-(2,6-diisopropylpheyl)urea.